This data is from the Open Reaction Database (ORD), a public repository of structured organic reaction records. The task is: describe an organic reaction: reactants, conditions, products, and yield Reactants: ClP(Cl)(Cl)(Cl)Cl, NC(=O)c1ncn2c1N1CCN=C1c1ccccc1-2, O=P(Cl)(Cl)Cl. The product is N#Cc1ncn2c1N1CCN=C1c1ccccc1-2. RXN SMILES: [Cl:20][P:21]([Cl:22])([Cl:23])([Cl:24])[Cl:25].[N:1]1=[C:13]2[N:4]([CH2:3][CH2:2]1)[c:5]1[n:6]([cH:14][n:15][c:16]1[C:17](=[O:18])[NH2:19])-[c:7]1[cH:8][cH:9][cH:10][cH:11][c:12]12.[P:26]([Cl:27])([Cl:28])([Cl:29])=[O:30]>>[N:1]1=[C:13]2[N:4]([CH2:3][CH2:2]1)[c:5]1[n:6]([cH:14][n:15][c:16]1[C:17]#[N:19])-[c:7]1[cH:8][cH:9][cH:10][cH:11][c:12]12. Starting materials: C=C, c1(cccc(c1Cl)C(NOC(C)=O)=O)Br. The reagents and catalysts are c1ccc(cc1)-c2c3ccccc3cc4ccccc24 (9-Phenylanthracene),  CC(=O)[O-].O.[K+] (KOAc.H2O), C1(C(C(C(C1C)C)C)C)C.C1(C(C(C(C1C)C)C)C)C.[Rh](Cl)Cl.[Rh](Cl)Cl ([Cp*RhCl2]2). Solvent: CCC(C)(C)O (t-AmOH). Reaction conditions: temperature 25 celsius, time 18 hour. The product is Clc1c(Br)ccc2CCNC(=O)c12. Reaction SMILES: CC(O[NH:1][C:2]([c:4]1[c:10]([Cl:11])[c:8]([Br:9])[cH:7][cH:6][cH:5]1)=[O:3])=O.[CH2:12]=[CH2:13]>>[Cl:11][c:10]1[c:4]([c:5]2[cH:6][cH:7][c:8]1[Br:9])[C:2](=[O:3])[NH:1][CH2:13][CH2:12]2. Starting materials: CN(C(=O)OC(C)(C)C)[C@@H]1C[C@@H]([C@H](C1)C1=CC=CC=C1)CN1CCC(CC1)N(CC=C)C(=O)OCC1=CC=C(C=C1)[N+](=O)[O-] (1-(S)-(N-(methyl)-N-(t-butoxycarbonyl)amino)-3-(S)-((4-(N-(4-nitrobenzyloxycarbonyl)-N-(allyl)amino)piperidin-1-yl)methyl)-4-(S)-phenylcyclopentane), C1(=CC=CC=C1)S(=O)(=O)Cl (phenylsulfonyl chloride). Yields the product CN(S(=O)(=O)C1=CC=CC=C1)[C@@H]1C[C@@H]([C@H](C1)C1=CC=CC=C1)CN1CCC(CC1)N(CC=C)C(=O)OCC1=CC=C(C=C1)[N+](=O)[O-] (1-(S)-(N-(Methyl)-N-(phenylsulfonyl)amino)-3-(S)-((4-(N-(4-nitrobenzyloxycarbonyl)-N-(allyl)amino)piperidin-1-yl)methyl)-4-(S)-phenylcyclopentane). Reaction SMILES: [CH3:1][N:2]([C@H:10]1[CH2:14][C@H:13]([C:15]2[CH:20]=[CH:19][CH:18]=[CH:17][CH:16]=2)[C@@H:12]([CH2:21][N:22]2[CH2:27][CH2:26][CH:25]([N:28]([C:32]([O:34][CH2:35][C:36]3[CH:41]=[CH:40][C:39]([N+:42]([O-:44])=[O:43])=[CH:38][CH:37]=3)=[O:33])[CH2:29][CH:30]=[CH2:31])[CH2:24][CH2:23]2)[CH2:11]1)C(OC(C)(C)C)=O.[C:45]1([S:51](Cl)(=[O:53])=[O:52])[CH:50]=[CH:49][CH:48]=[CH:47][CH:46]=1>>[CH3:1][N:2]([C@H:10]1[CH2:14][C@H:13]([C:15]2[CH:16]=[CH:17][CH:18]=[CH:19][CH:20]=2)[C@@H:12]([CH2:21][N:22]2[CH2:23][CH2:24][CH:25]([N:28]([C:32]([O:34][CH2:35][C:36]3[CH:37]=[CH:38][C:39]([N+:42]([O-:44])=[O:43])=[CH:40][CH:41]=3)=[O:33])[CH2:29][CH:30]=[CH2:31])[CH2:26][CH2:27]2)[CH2:11]1)[S:51]([C:45]1[CH:50]=[CH:49][CH:48]=[CH:47][CH:46]=1)(=[O:53])=[O:52]. Procedure details: Using essentially the same procedure as in Example 16, Step A and B but substituting 1-(S)-(N-(methyl)-N-(t-butoxycarbonyl)amino)-3-(S)-((4-(N-(4-nitrobenzyloxycarbonyl)-N-(allyl)amino)piperidin-1-yl)methyl)-4-(S)-phenylcyclopentane from Example 31 in Step A and phenylsulfonyl chloride in Step B, the title compound was prepared. Starting materials: O=[N+]([O-])c1c(NCc2ccccc2)cc(C(F)(F)F)nc1O, CCCCCC, CCOCC, O=P(Cl)(Cl)c1ccccc1. Yields the product O=[N+]([O-])c1c(NCc2ccccc2)cc(C(F)(F)F)nc1Cl. RXN SMILES: [CH2:1]([c:2]1[cH:3][cH:4][cH:5][cH:6][cH:7]1)[NH:8][c:9]1[c:10]([N+:20](=[O:21])[O-:22])[c:11]([OH:19])[n:12][c:13]([C:15]([F:16])([F:17])[F:18])[cH:14]1.[CH3:33][CH2:34][CH2:35][CH2:36][CH2:37][CH3:38].[CH3:39][CH2:40][O:41][CH2:42][CH3:43].[c:23]1([P:24]([Cl:25])(=[O:26])[Cl:31])[cH:27][cH:28][cH:29][cH:30][cH:32]1>>[CH2:1]([c:2]1[cH:3][cH:4][cH:5][cH:6][cH:7]1)[NH:8][c:9]1[c:10]([N+:20](=[O:21])[O-:22])[c:11]([Cl:31])[n:12][c:13]([C:15]([F:16])([F:17])[F:18])[cH:14]1. Reactants: C(C)(C)(C)OC(=O)C1(C(C=CC1=O)CC(=O)OC)CC#CCC (5-tert-butoxycarbonyl-4-methoxycarbonylmethyl-5-(2-pentynyl)-2-cyclopentenone), C(C)(C)(C)OC(=O)C1(C(C=CC1=O)CC(=O)OC)CC#CCC (5-tert-butoxycarbonyl-4-methoxycarbonylmethyl-5-(2-pentynyl)-2-cyclopentenone). The reagents and catalysts are [Pd].CC(=O)[O-].CC(=O)[O-].[Pb+2] (Lindlar catalyst). The solvent is CCCCCC (n-hexane), CC(=O)C (acetone). The product is C(C)(C)(C)OC(=O)C1(C(C=CC1=O)CC(=O)OC)C\C=C/CC (5-tert-butoxycarbonyl-4-methoxycarbonylmethyl-5-(cis-2-pentenyl)-2-cyclopentenone). As a reaction SMILES: [C:1]([O:5][C:6]([C:8]1([CH2:19][C:20]#[C:21][CH2:22][CH3:23])[C:12](=[O:13])[CH:11]=[CH:10][CH:9]1[CH2:14][C:15]([O:17][CH3:18])=[O:16])=[O:7])([CH3:4])([CH3:3])[CH3:2]>CCCCCC.CC(C)=O.[Pd].CC([O-])=O.CC([O-])=O.[Pb+2]>[C:1]([O:5][C:6]([C:8]1([CH2:19]/[CH:20]=[CH:21]\[CH2:22][CH3:23])[C:12](=[O:13])[CH:11]=[CH:10][CH:9]1[CH2:14][C:15]([O:17][CH3:18])=[O:16])=[O:7])([CH3:4])([CH3:3])[CH3:2] |f:3.4.5.6|. Procedure: A 690 mg quantity of 5-tert-butoxycarbonyl-4-methoxycarbonylmethyl-5-(2-pentynyl)-2-cyclopentenone (compound (2-a)) is dissolved in a mixture of 5 ml of n-hexane and 5 ml of acetone and reduced at room temperature and atmospheric pressure with addition of 3.2 g of a Lindlar catalyst. The catalyst is filtered off from the reaction mixture, and the solvent distilled off. The residue is purified by a silica gel column and distilled in a vacuum, giving 5-tert-butoxycarbonyl-4-methoxycarbonylmethyl-5... Reactants: NC1=C2N=CN(C2=NC=N1)[C@H]1[C@H](O)[C@@H]([C@H](O1)C(=O)OC)NC([C@@H](NC(=O)OC(C)(C)C)CC1=CC=C(C=C1)OCC(=O)OC)=O (Methyl 1-(6-amino-9H-purin-9-yl)-3-[N-tert-butoxycarbonyl-O-methoxycarbonylmethyl-L-tyrosylamino]-1,3-dideoxy-β-D-ribofuranuronate). Run in C(=O)O (formic acid). Reaction conditions: time 3 hour. Yields the product NC1=C2N=CN(C2=NC=N1)[C@H]1[C@H](O)[C@@H]([C@H](O1)C(=O)O)NC([C@@H](N)CC1=CC=C(C=C1)OCC(=O)O)=O (1-(6-amino-9H-purin-9-yl)-3-(O-carboxymethyl-L-tyrosylamino)-1,3-dideoxy-β-D-ribofuranuronic acid). Yield: 78.5%. Reaction SMILES: [NH2:1][C:2]1[N:10]=[CH:9][N:8]=[C:7]2[C:3]=1[N:4]=[CH:5][N:6]2[C@@H:11]1[O:16][C@H:15]([C:17]([O:19]C)=[O:18])[C@@H:14]([NH:21][C:22](=[O:45])[C@H:23]([CH2:32][C:33]2[CH:38]=[CH:37][C:36]([O:39][CH2:40][C:41]([O:43]C)=[O:42])=[CH:35][CH:34]=2)[NH:24]C(OC(C)(C)C)=O)[C@H:12]1[OH:13]>C(O)=O>[NH2:1][C:2]1[N:10]=[CH:9][N:8]=[C:7]2[C:3]=1[N:4]=[CH:5][N:6]2[C@@H:11]1[O:16][C@H:15]([C:17]([OH:19])=[O:18])[C@@H:14]([NH:21][C:22](=[O:45])[C@H:23]([CH2:32][C:33]2[CH:38]=[CH:37][C:36]([O:39][CH2:40][C:41]([OH:43])=[O:42])=[CH:35][CH:34]=2)[NH2:24])[C@H:12]1[OH:13]. Procedure details: A mixture of methyl 1-(6-amino-9H-purin-9-yl)-3-(N-tert-butoxycarbonyl-O-methoxycarbonylmethyl-L-tyroylamino)-1,3-dideoxy-β-D-ribofuranuronate (200 mg) prepared in Example 76 and formic acid (3 ml) was stirred for 3 hours at room temperature and evaporated to dryness. To the residue was added 1N aqueous sodium hydroxide to adjust the resulting solution to pH 7 and a further 1N aqueous sodium hydroxide (3 ml) was added thereto. The mixture was stirred for 15 minutes at room temperature and adjust... Starting materials: C(C)(=O)[O-].[Na+] (sodium acetate), NC1=CC=C(C=C1)C(C)=O (p-amino-acetophenone), Cl (hydrochloric acid), cupric chloride, solution, S1C(=CC=C1)C=CC(=O)O (β-2-thienylacrylic acid), N(=O)[O-].[Na+] (sodium nitrite). The solvent is O (water), O (water), CC(=O)C (acetone), O (water). Yields the product C(C)(=O)C1=CC=C(/C=C/C=2SC=CC2)C=C1 ((E)-2-(4-acetylstyryl)thiophene). Yield: 54.9%. Reaction SMILES: N([O-])=O.[Na+].N[C:6]1[CH:11]=[CH:10][C:9]([C:12](=[O:14])[CH3:13])=[CH:8][CH:7]=1.Cl.[S:16]1[CH:20]=[CH:19][CH:18]=[C:17]1[CH:21]=[CH:22]C(O)=O.C([O-])(=O)C.[Na+]>O.CC(C)=O>[C:12]([C:9]1[CH:10]=[CH:11][C:6](/[CH:22]=[CH:21]/[C:17]2[S:16][CH:20]=[CH:19][CH:18]=2)=[CH:7][CH:8]=1)(=[O:14])[CH3:13] |f:0.1,5.6|. Procedure details: 9.3 g of sodium nitrite dissolved in the minimum amount of water was added to a mixture of 18.18 g of p-amino-acetophenone, 36 ml of concentrated hydrochloric acid and 36 g of water, and the resulting mixture was ice-cooled and diazotized while stirring. To the diazotized solution was added 127 cc of a solution of 16.9 g of β-2-thienylacrylic acid in acetone. An aqueous solution of 25.4 g of sodium acetate dissolved in 10 ml of water and 5.6 g of cupric chloride were then added to the mixture wh...